From a dataset of the Open Reaction Database (ORD), a public repository of structured organic reaction records. describe an organic reaction: reactants, conditions, products, and yield The reactants are COc1cc(C)c(NC(=O)CN(Cc2ccc(SC(C)(C)C(=O)OC(C)(C)C)cc2)Cc2ccco2)cc1C, ClCCl, O=C(O)C(F)(F)F. The product is COc1cc(C)c(NC(=O)CN(Cc2ccc(SC(C)(C)C(=O)O)cc2)Cc2ccco2)cc1C. Reaction SMILES: [CH3:1][c:2]1[c:3]([NH:11][C:12]([CH2:13][N:14]([CH2:15][c:16]2[o:17][cH:18][cH:19][cH:20]2)[CH2:21][c:22]2[cH:23][cH:24][c:25]([S:28][C:29]([C:30](=[O:31])[O:32][C:33]([CH3:34])([CH3:35])[CH3:36])([CH3:37])[CH3:38])[cH:26][cH:27]2)=[O:39])[cH:4][c:5]([CH3:10])[c:6]([O:8][CH3:9])[cH:7]1.[Cl:47][CH2:48][Cl:49].[OH:40][C:41]([C:42]([F:43])([F:44])[F:45])=[O:46]>>[CH3:1][c:2]1[c:3]([NH:11][C:12]([CH2:13][N:14]([CH2:15][c:16]2[o:17][cH:18][cH:19][cH:20]2)[CH2:21][c:22]2[cH:23][cH:24][c:25]([S:28][C:29]([C:30](=[O:31])[OH:32])([CH3:37])[CH3:38])[cH:26][cH:27]2)=[O:39])[cH:4][c:5]([CH3:10])[c:6]([O:8][CH3:9])[cH:7]1. The reactants are ClC=1C=CC2=C(C(=NCC(=N2)OP(=O)(N2CCOCC2)N2CCOCC2)C2=CC=CC=C2)C1 (7-chloro-2-di-(morpholino)phosphinyloxy-5-phenyl-3H-1,4-benzodiazepine), triethylimine, S (hydrogen sulfide). Solvent: O1CCCC1 (tetrahydrofuran). Yields the product ClC=1C=CC2=C(C(=NCC(N2)=S)C2=CC=CC=C2)C1 (7-Chloro-1,3-dihydro-5-phenyl-2H-1,4-benzodiazepin-2-thione). As a reaction SMILES: [Cl:1][C:2]1[CH:3]=[CH:4][C:5]2[N:11]=[C:10](OP(N3CCOCC3)(N3CCOCC3)=O)[CH2:9][N:8]=[C:7]([C:27]3[CH:32]=[CH:31][CH:30]=[CH:29][CH:28]=3)[C:6]=2[CH:33]=1.[SH2:34]>O1CCCC1>[Cl:1][C:2]1[CH:3]=[CH:4][C:5]2[NH:11][C:10](=[S:34])[CH2:9][N:8]=[C:7]([C:27]3[CH:32]=[CH:31][CH:30]=[CH:29][CH:28]=3)[C:6]=2[CH:33]=1. Procedure details: To a stirred solution of 245 mg. (0.5 mmole) of 7-chloro-2-di-(morpholino)phosphinyloxy-5-phenyl-3H-1,4-benzodiazepine in 10 ml. of tetrahydrofuran containing 0.5 ml. of triethylimine at room temperature was introduced a stream of hydrogen sulfide gas until tlc indicated that all the starting material was consumed (15 minutes). Tetrahydrofuran was evaporated. The residue was partitioned between methylene chloride and water. The methylene chloride layer was dried and evaporated. Crystallization o... The reactants are [OH-].[Na+] (NaOH), [NH4+].[Cl-] (NH4Cl), ClC1=C(C(=O)Cl)C(=CC(=C1)Cl)Cl (2,4,6-trichlorobenzoyl chloride), [Si](C)(C)(C(C)(C)C)OC=1C=CC(=NC1C)CN1N=C(C=2C(=CC=CC12)N)C1CC1 (1-((5-(tert-Butyldimethylsilyloxy)-6-methylpyridin-2-yl)methyl)-3-cyclopropyl-1H-indazol-4-amine), CN1CCN(CC1)CCOC1=CC=2N(C=C1)C(=CN2)C(=O)[O-].[Li+] (lithium 7-(2-(4-methylpiperazin-1-yl)ethoxy)imidazo[1,2-a]pyridine-3-carboxylate). Solvent: O (H2O), O (H2O), CN1CCCC1=O (NMP). Conditions: temperature 0 celsius, time 1 hour. Yields the product C1(CC1)C1=NN(C2=CC=CC(=C12)NC(=O)C1=CN=C2N1C=CC(=C2)OCCN2CCN(CC2)C)CC2=NC(=C(C=C2)O)C (N-(3-cyclopropyl-1-((5-hydroxy-6-methylpyridin-2-yl)methyl)-1H-indazol-4-yl)-7-(2-(4-methylpiperazin-1-yl)ethoxy)imidazo[1,2-a]pyridine-3-carboxamide). The yield is 49.0%. As a reaction SMILES: [CH3:1][N:2]1[CH2:7][CH2:6][N:5]([CH2:8][CH2:9][O:10][C:11]2[CH:16]=[CH:15][N:14]3[C:17]([C:20]([O-:22])=O)=[CH:18][N:19]=[C:13]3[CH:12]=2)[CH2:4][CH2:3]1.[Li+].ClC1C=C(Cl)C=C(Cl)C=1C(Cl)=O.[Si]([O:43][C:44]1[CH:45]=[CH:46][C:47]([CH2:51][N:52]2[C:60]3[CH:59]=[CH:58][CH:57]=[C:56]([NH2:61])[C:55]=3[C:54]([CH:62]3[CH2:64][CH2:63]3)=[N:53]2)=[N:48][C:49]=1[CH3:50])(C(C)(C)C)(C)C.[OH-].[Na+].[NH4+].[Cl-]>O.CN1C(=O)CCC1>[CH:62]1([C:54]2[C:55]3[C:60](=[CH:59][CH:58]=[CH:57][C:56]=3[NH:61][C:20]([C:17]3[N:14]4[CH:15]=[CH:16][C:11]([O:10][CH2:9][CH2:8][N:5]5[CH2:4][CH2:3][N:2]([CH3:1])[CH2:7][CH2:6]5)=[CH:12][C:13]4=[N:19][CH:18]=3)=[O:22])[N:52]([CH2:51][C:47]3[CH:46]=[CH:45][C:44]([OH:43])=[C:49]([CH3:50])[N:48]=3)[N:53]=2)[CH2:63][CH2:64]1 |f:0.1,4.5,6.7|. Procedure details: To lithium 7-(2-(4-methylpiperazin-1-yl)ethoxy)imidazo[1,2-a]pyridine-3-carboxylate (101 mg, 0.318 mmol) was added NMP (5 mL, distilled over oven dried MgSO4). A heat gun was used to dissolve the starting material. The reaction was cooled to 0° C. and 2,4,6-trichlorobenzoyl chloride (50.8 μL, 0.318 mmol) was added dropwise. The cold bath was removed once the addition was complete. The reaction mixture was stirred for one hour. 1-((5-(tert-Butyldimethylsilyloxy)-6-methylpyridin-2-yl)methyl)-3-cyc... Reactants: Cl (HCl), NCC1=C(C=CC=C1)C1=CC=C(C=C1)C(=O)O (2′-aminomethylbiphenyl-4-carboxylic acid), C(=O)([O-])[O-].[Na+].[Na+] (Na2CO3), C(=O)(OCC1C2=CC=CC=C2C2=CC=CC=C12)Cl (Fmoc-Cl). Run in CCOC(=O)C (EtOAc), O.O1CCOCC1 (water dioxane). Conditions: temperature 5 celsius. Yields the product C(=O)(OCC1C2=CC=CC=C2C2=CC=CC=C12)C(C1=C(C=CC=C1)C1=CC=C(C=C1)C(=O)O)N (2′-(Fmoc-aminomethyl)biphenyl-4-carboxylic acid). RXN SMILES: [NH2:1][CH2:2][C:3]1[CH:8]=[CH:7][CH:6]=[CH:5][C:4]=1[C:9]1[CH:14]=[CH:13][C:12]([C:15]([OH:17])=[O:16])=[CH:11][CH:10]=1.C([O-])([O-])=O.[Na+].[Na+].[C:24](Cl)([O:26][CH2:27][CH:28]1[C:40]2[C:35](=[CH:36][CH:37]=[CH:38][CH:39]=2)[C:34]2[C:29]1=[CH:30][CH:31]=[CH:32][CH:33]=2)=[O:25].Cl>O.O1CCOCC1.CCOC(C)=O>[C:24]([CH:2]([NH2:1])[C:3]1[CH:8]=[CH:7][CH:6]=[CH:5][C:4]=1[C:9]1[CH:14]=[CH:13][C:12]([C:15]([OH:17])=[O:16])=[CH:11][CH:10]=1)([O:26][CH2:27][CH:28]1[C:29]2[C:34](=[CH:33][CH:32]=[CH:31][CH:30]=2)[C:35]2[C:40]1=[CH:39][CH:38]=[CH:37][CH:36]=2)=[O:25] |f:1.2.3,6.7|. Reported procedure: Cool to 5° C. a mixture of 2′-aminomethylbiphenyl-4-carboxylic acid (Preparation D, Step 5) (1.14 g, 5.0 mmol) and Na2CO3 (1.33 g, 12.5 mmol) in water:dioxane (2:1, 70 mL). Add Fmoc-Cl (1.3 g, 5.0 mmol) and stir at ice-bath temperature for 4 hours, then overnight at room temperature. Pour into a mixture of warm EtOAc (1 L) and 1N aqueous HCl (100 mL) and stir vigorously. Separate organic layer, dry (MgSO4), and concentrate in vacuo until solids appear. Collect the title compound, m.p. 215-218° C... The reactants are C(C1=CC=CC=C1)OC(NCC1CNCCC1)=O (piperidin-3-ylmethyl-carbamic acid benzyl ester), C(=O)([O-])[O-].[K+].[K+] (K2CO3), C(C)OC(=O)C=1N=C(SC1)Br (2-bromo-thiazole-4-carboxylic acid ethyl ester). The solvent is CC#N (CH3CN). Product: C(C)OC(=O)C=1N=C(SC1)N1CC(CCC1)CNC(=O)OCC1=CC=CC=C1 (2-[3-(Benzyloxycarbonylamino-methyl)-piperidin-1-yl]-thiazole-4-carboxylic acid ethyl ester). As a reaction SMILES: [CH2:1]([O:8][C:9](=[O:18])[NH:10][CH2:11][CH:12]1[CH2:17][CH2:16][CH2:15][NH:14][CH2:13]1)[C:2]1[CH:7]=[CH:6][CH:5]=[CH:4][CH:3]=1.C([O-])([O-])=O.[K+].[K+].[CH2:25]([O:27][C:28]([C:30]1[N:31]=[C:32](Br)[S:33][CH:34]=1)=[O:29])[CH3:26]>CC#N>[CH2:25]([O:27][C:28]([C:30]1[N:31]=[C:32]([N:14]2[CH2:15][CH2:16][CH2:17][CH:12]([CH2:11][NH:10][C:9]([O:8][CH2:1][C:2]3[CH:7]=[CH:6][CH:5]=[CH:4][CH:3]=3)=[O:18])[CH2:13]2)[S:33][CH:34]=1)=[O:29])[CH3:26] |f:1.2.3|. Reported procedure: To a stirred solution of piperidin-3-ylmethyl-carbamic acid benzyl ester (43 mg, 0.17 mmol) in CH3CN (5 mL), at RT under N2, K2CO3 (26 mg, 0.19 mmol) and 2-bromo-thiazole-4-carboxylic acid ethyl ester (41 mg, 0.17 mmol) were added. The resulting mixture was heated at reflux for 29 h. The solvent was evaporated in vacuo. The residue was treated with a saturated solution of NH4Cl (aq) (10 mL) and extracted with EtOAc (10 mL). The organic layer was separated, dried over Na2SO4, filtered and the sol... Yields the product CC1(C(C2=CC(=CC=C2CC1N(S(=O)(=O)C1=CC=C(C=C1)C)C)OC)=CCOC1OCCCC1)C (2,2-Dimethyl-7-methoxy-3-(N-methyl-p-toluenesulphonamido)-1-[2-(tetrahydro-2-pyranyloxy)ethylidene]-1,2,3,4-tetrahydronaphthalene). Yield: 80.0%. Reported procedure: To a mechanically stirred suspension of 126 g of 2,2-dimethyl-1-(2-hydroxyethylidene)-7-methoxy-3-(N-methyl-p-toluenesulphonamido)-1,2,3,4-tetrahydronaphthalene in 550 ml of 2,3-dihydropyran there is added 5 ml of concentrated hydrochloric acid when under the development of heat a clear solution is being formed. After the mixture has been kept at 25° C. for one hour 400 ml of ether is added followed by an aqueous solution of potassium carbonate in water. The mixture is shaken and the organic lay... Solvent: O (water), O1CCCC=C1 (2,3-dihydropyran). Starting materials: C([O-])([O-])=O.[K+].[K+] (potassium carbonate), CC1(C(C2=CC(=CC=C2CC1N(S(=O)(=O)C1=CC=C(C=C1)C)C)OC)=CCO)C (2,2-dimethyl-1-(2-hydroxyethylidene)-7-methoxy-3-(N-methyl-p-toluenesulphonamido)-1,2,3,4-tetrahydronaphthalene), Cl (hydrochloric acid), CCOCC (ether), CCOCC (ether). Reaction conditions: time 1 hour. RXN SMILES: [CH3:1][C:2]1([CH3:29])[CH:11]([N:12]([CH3:23])[S:13]([C:16]2[CH:21]=[CH:20][C:19]([CH3:22])=[CH:18][CH:17]=2)(=[O:15])=[O:14])[CH2:10][C:9]2[C:4](=[CH:5][C:6]([O:24][CH3:25])=[CH:7][CH:8]=2)[C:3]1=[CH:26][CH2:27][OH:28].Cl.[CH3:31][CH2:32][O:33][CH2:34][CH3:35].[C:36](=O)([O-])[O-].[K+].[K+]>O1C=CCCC1.O>[CH3:1][C:2]1([CH3:29])[CH:11]([N:12]([CH3:23])[S:13]([C:16]2[CH:17]=[CH:18][C:19]([CH3:22])=[CH:20][CH:21]=2)(=[O:15])=[O:14])[CH2:10][C:9]2[C:4](=[CH:5][C:6]([O:24][CH3:25])=[CH:7][CH:8]=2)[C:3]1=[CH:26][CH2:27][O:28][CH:32]1[CH2:31][CH2:36][CH2:35][CH2:34][O:33]1 |f:3.4.5|. Starting materials: ON1N=NC2=C1C=CC=C2 (1-hydroxybenzotriazole), N([C@@H](CC(C)C)C(=O)O)C(=O)OC(C)(C)C (BocLeuOH), N([C@@H](CCSC)C(=O)N)C (HMeMetNH2), C1(CCCCC1)N=C=NC1CCCCC1 (dicyclohexylcarbodiimide). RXN SMILES: [NH:1]([C:10]([O:12][C:13]([CH3:16])([CH3:15])[CH3:14])=[O:11])[C@H:2]([C:7]([OH:9])=O)[CH2:3][CH:4]([CH3:6])[CH3:5].[NH:17]([CH3:26])[C@H:18]([C:23]([NH2:25])=[O:24])[CH2:19][CH2:20][S:21][CH3:22].C1(N=C=NC2CCCCC2)CCCCC1.ON1C2C=CC=CC=2N=N1>>[NH:1]([C:10]([O:12][C:13]([CH3:16])([CH3:15])[CH3:14])=[O:11])[C@H:2]([C:7]([N:17]([CH3:26])[C@H:18]([C:23]([NH2:25])=[O:24])[CH2:19][CH2:20][S:21][CH3:22])=[O:9])[CH2:3][CH:4]([CH3:5])[CH3:6]. Product: N([C@@H](CC(C)C)C(=O)N([C@@H](CCSC)C(=O)N)C)C(=O)OC(C)(C)C (BocLeu-MeMetNH2). The yield is 81.0%. Procedure: Condensation of BocLeuOH (5.00 g.) and HMeMetNH2 (4.00 g.) using dicyclohexylcarbodiimide and 1-hydroxybenzotriazole gave BocLeu-MeMetNH2 in 81% yield. De-t-butoxycarbonylation of BocLeu-MeMetNH2 (5.96 g.) using hydrogen chloride in ethyl acetate gave HLeu-MeMetNH2 hydrochloride salt in 98% yield. Condensation of BocDTrpOPFP (7.56 g.) and HLeu-MeMetNH2 hydrochloride salt (5.00 g.) by the activated ester method gave BocDTrp-Leu-MeMetNH2 in 56% yield. De-t-butoxycarbonylation of BocDTrp-Leu-MeMetN... Reaction SMILES: O[CH2:2][C:3]1[CH2:4][CH2:5][O:6][C:7]2[CH:13]=[CH:12][C:11]([C:14]3[CH:19]=[CH:18][C:17]([CH3:20])=[CH:16][CH:15]=3)=[CH:10][C:8]=2[CH:9]=1.C1(P(C2C=CC=CC=2)C2C=CC=CC=2)C=CC=CC=1.C(Br)(Br)(Br)[Br:41].C(=O)(O)[O-].[Na+]>ClCCl>[Br:41][CH2:2][C:3]1[CH2:4][CH2:5][O:6][C:7]2[CH:13]=[CH:12][C:11]([C:14]3[CH:19]=[CH:18][C:17]([CH3:20])=[CH:16][CH:15]=3)=[CH:10][C:8]=2[CH:9]=1 |f:3.4|. The yield is 72.3%. Reported procedure: Into a solution of 4-hydroxymethyl-7-(4-methylphenyl)-2,3-dihydro-1-benzooxepine (320 mg) in dichloromethane (10 ml) were added triphenylphosphine (378 mg) and carbon tetrabromide (597 mg), and the resulting mixture was stirred at room temperature for 2 hours. Thereto were additionally added triphenylphosphine (157 mg) and carbon tetrabromide (249 mg), and the resulting mixture was stirred further for 30 minutes, was then mixed with an aqueous solution of sodium bicarbonate under ice cooling and... Run at time 2 hour. Yields the product BrCC=1CCOC2=C(C1)C=C(C=C2)C2=CC=C(C=C2)C (4-bromomethyl-7-(4-methylphenyl)-2,3-dihydro-1-benzooxepine). Reactants: OCC=1CCOC2=C(C1)C=C(C=C2)C2=CC=C(C=C2)C (4-hydroxymethyl-7-(4-methylphenyl)-2,3-dihydro-1-benzooxepine), C1(=CC=CC=C1)P(C1=CC=CC=C1)C1=CC=CC=C1 (triphenylphosphine), C(Br)(Br)(Br)Br (carbon tetrabromide), C1(=CC=CC=C1)P(C1=CC=CC=C1)C1=CC=CC=C1 (triphenylphosphine), C(Br)(Br)(Br)Br (carbon tetrabromide), C([O-])(O)=O.[Na+] (sodium bicarbonate). Solvent: ClCCl (dichloromethane). Starting materials: FC=1C=C2C(=NC1)C(=NN2C(C)C)C2=CC=C(C=C2)O (4-[6-fluoro-1-(1-methylethyl)-1H-pyrazolo[4,3-b]pyridin-3-yl]phenol), [H-].[Na+] (NaH), O (water), CN1C(=NC=2C1=NC=CC2)S(=O)(=O)C (3-methyl-2-(methylsulfonyl)-3H-imidazo[4,5-b]pyridine). The solvent is CN(C)C=O (DMF). Conditions: time 30 minute. The product is FC=1C=C2C(=NC1)C(=NN2C(C)C)C2=CC=C(C=C2)OC2=NC=1C(=NC=CC1)N2C (6-Fluoro-1-(1-methylethyl)-3-{4-[(3-methyl-3H-imidazo[4,5-b]pyridin-2-yl)oxy]phenyl}-1H-pyrazolo[4,3-b]pyridine). The yield is 53.2%. Reaction SMILES: [F:1][C:2]1[CH:3]=[C:4]2[N:10]([CH:11]([CH3:13])[CH3:12])[N:9]=[C:8]([C:14]3[CH:19]=[CH:18][C:17]([OH:20])=[CH:16][CH:15]=3)[C:5]2=[N:6][CH:7]=1.[H-].[Na+].[CH3:23][N:24]1[C:28]2=[N:29][CH:30]=[CH:31][CH:32]=[C:27]2[N:26]=[C:25]1S(C)(=O)=O.O>CN(C=O)C>[F:1][C:2]1[CH:3]=[C:4]2[N:10]([CH:11]([CH3:13])[CH3:12])[N:9]=[C:8]([C:14]3[CH:15]=[CH:16][C:17]([O:20][C:25]4[N:24]([CH3:23])[C:28]5=[N:29][CH:30]=[CH:31][CH:32]=[C:27]5[N:26]=4)=[CH:18][CH:19]=3)[C:5]2=[N:6][CH:7]=1 |f:1.2|. Procedure details: To a stirred solution of 4-[6-fluoro-1-(1-methylethyl)-1H-pyrazolo[4,3-b]pyridin-3-yl]phenol (76 mg) in DMF (4 mL) was added NaH (60% in oil, 11.2 mg) at room temperature. The mixture was stirred at room temperature for 30 min and then 3-methyl-2-(methylsulfonyl)-3H-imidazo[4,5-b]pyridine (59.2 mg) was added. The mixture was exposed to microwave irradiation at 180° C. for 30 min, treated with water, and extracted with AcOEt. The organic layer was dried over MgSO4 and concentrated under reduced p... Starting materials: ClCCl, CC(C)OC(=O)N=NC(=O)OC(C)C, CC(C)S(=O)(=O)NC1Cc2ccc(O)cc2C1, c1ccc(P(c2ccccc2)c2ccccc2)cc1, OCc1ccccn1. The product is CC(C)S(=O)(=O)NC1Cc2ccc(OCc3ccccn3)cc2C1. Reaction SMILES: [Cl:59][CH2:60][Cl:61].[O:45]=[C:46]([O:47][CH:48]([CH3:49])[CH3:50])[N:51]=[N:52][C:53]([O:54][CH:55]([CH3:56])[CH3:57])=[O:58].[OH:1][c:2]1[cH:3][c:4]2[c:8]([cH:9][cH:10]1)[CH2:7][CH:6]([NH:11][S:12](=[O:13])(=[O:14])[CH:15]([CH3:16])[CH3:17])[CH2:5]2.[c:26]1([P:27]([c:28]2[cH:29][cH:30][cH:31][cH:32][cH:33]2)[c:34]2[cH:35][cH:36][cH:37][cH:38][cH:39]2)[cH:40][cH:41][cH:42][cH:43][cH:44]1.[n:18]1[c:19]([CH2:24][OH:25])[cH:20][cH:21][cH:22][cH:23]1>>[O:1]([c:2]1[cH:3][c:4]2[c:8]([cH:9][cH:10]1)[CH2:7][CH:6]([NH:11][S:12](=[O:13])(=[O:14])[CH:15]([CH3:16])[CH3:17])[CH2:5]2)[CH2:24][c:19]1[n:18][cH:23][cH:22][cH:21][cH:20]1.